Task: describe an organic reaction: reactants, conditions, products, and yield. Dataset: the Open Reaction Database (ORD), a public repository of structured organic reaction records Starting materials: Cc1cc(F)cc(Br)c1, C1CCOC1, CON(C)C(=O)C1CCCN(C(=O)OC(C)(C)C)C1, I. RXN SMILES: [Br:2][c:3]1[cH:4][c:5]([F:10])[cH:6][c:7]([CH3:9])[cH:8]1.[CH2:30]1[O:31][CH2:32][CH2:33][CH2:34]1.[CH3:11][O:12][N:13]([C:14](=[O:15])[CH:16]1[CH2:17][N:18]([C:22](=[O:23])[O:24][C:25]([CH3:26])([CH3:27])[CH3:28])[CH2:19][CH2:20][CH2:21]1)[CH3:29].[I:1]>>[c:3]1([C:14](=[O:15])[CH:16]2[CH2:17][N:18]([C:22](=[O:23])[O:24][C:25]([CH3:26])([CH3:27])[CH3:28])[CH2:19][CH2:20][CH2:21]2)[cH:4][c:5]([F:10])[cH:6][c:7]([CH3:9])[cH:8]1. Product: Cc1cc(F)cc(C(=O)C2CCCN(C(=O)OC(C)(C)C)C2)c1.